Dataset: the Open Reaction Database (ORD), a public repository of structured organic reaction records. Task: describe an organic reaction: reactants, conditions, products, and yield Starting materials: C(C)(=O)C1=C(C=CC=C1)C1=CC=CC=C1 (2-acetyl-1,1'-biphenyl), C=O (paraformaldehyde), [Cl-].C[NH2+]C (dimethylaminium chloride). The reagents and catalysts are Cl (hydrochloric acid). Solvent: C(C)O (ethanol). Product: [Cl-].C[NH+](C)CCC(C1=C(C=CC=C1)C1=CC=CC=C1)=O (N,N-dimethyl-3-oxo-3-(1,1'-biphenyl-2-yl)propylaminium chloride). Reaction SMILES: [C:1]([C:4]1[CH:9]=[CH:8][CH:7]=[CH:6][C:5]=1[C:10]1[CH:15]=[CH:14][CH:13]=[CH:12][CH:11]=1)(=[O:3])[CH3:2].[CH2:16]=O.[Cl-:18].[CH3:19][NH2+:20][CH3:21]>Cl.C(O)C>[Cl-:18].[CH3:19][NH+:20]([CH2:16][CH2:2][C:1](=[O:3])[C:4]1[CH:9]=[CH:8][CH:7]=[CH:6][C:5]=1[C:10]1[CH:15]=[CH:14][CH:13]=[CH:12][CH:11]=1)[CH3:21] |f:2.3,6.7|. Procedure details: A solution of 10.1 g. of 2-acetyl-1,1'-biphenyl in 100 ml. of ethanol containing 7.6 g. of paraformaldehyde, 9.7 g. of dimethylaminium chloride and one drop of concentrated hydrochloric acid was heated to reflux and stirred for sixteen hours. After cooling the reaction mixture to room temperature, the solvent was removed by evaporation. The residue thus formed was crystallized from ethanol and diethyl ether to give 3.6 g of N,N-dimethyl-3-oxo-3-(1,1'-biphenyl-2-yl)propylaminium chloride. M.P. 13... Starting materials: C[Si](C)(C)[N-][Si](C)(C)C.[Na+] (sodium bis(trimethylsilyl)amide), C(C)(=O)C=1C=C(C(=O)OC)C=C(C1O)Br (methyl 3-acetyl-5-bromo-4-hydroxybenzoate), C(=S)=S (Carbon disulfide). Run in C1CCOC1 (THF). Conditions: temperature -2.5 celsius, time 1 hour. The product is BrC=1C=C(C=C2C(=CC(OC12)=S)O)C(=O)OC (methyl 8-bromo-4-hydroxy-2-thioxo-2H-chromene-6-carboxylate). The yield is 41.2%. As a reaction SMILES: [C:1]([C:4]1[CH:5]=[C:6]([CH:11]=[C:12]([Br:15])[C:13]=1[OH:14])[C:7]([O:9][CH3:10])=[O:8])(=[O:3])[CH3:2].C[Si]([N-][Si](C)(C)C)(C)C.[Na+].[C:26](=S)=[S:27]>C1COCC1>[Br:15][C:12]1[CH:11]=[C:6]([C:7]([O:9][CH3:10])=[O:8])[CH:5]=[C:4]2[C:13]=1[O:14][C:26](=[S:27])[CH:2]=[C:1]2[OH:3] |f:1.2|. Reported procedure: To a suspension of methyl 3-acetyl-5-bromo-4-hydroxybenzoate (75 g, 258 mmol) in THF (350 mL) at −50° C. under nitrogen was added sodium bis(trimethylsilyl)amide (1M in THF) (904 mL, 903.58 mmol) over a 15 min period. The dark solution was allowed to warm to −5-0° C. and stirred for 1 h. Carbon disulfide (24.8 mL, 413 mmol) was added in one portion to the solution at −20° C. The mixture was allowed to warm to RT and stirred for 24 hrs. The reaction mixture was cooled to −50° C., quenched slowly ... Reactants: ClC1=NC2=CC=C(C=C2N=C1Cl)Cl (2,3,6-trichloroquinoxaline), COC(CN)OC (aminoacetaldehyde dimethyl acetal). Yields the product ClC1=CC=C2NC(C=3N(C2=C1)C=CN3)=O (8-chloroimidazo[1,2-a]quinoxaline-4(5H)-one). As a reaction SMILES: Cl[C:2]1[C:11](Cl)=[N:10][C:9]2[C:4](=[CH:5][CH:6]=[C:7]([Cl:13])[CH:8]=2)[N:3]=1.CO[CH:16]([O:19]C)[CH2:17][NH2:18]>>[Cl:13][C:7]1[CH:8]=[C:9]2[C:4]([NH:3][C:16](=[O:19])[C:17]3[N:10]2[CH:11]=[CH:2][N:18]=3)=[CH:5][CH:6]=1. Procedure: By reaction of 2,3,6-trichloroquinoxaline with aminoacetaldehyde dimethyl acetal, according to a procedure that is similar to that followed in example 1, there is obtained 8-chloroimidazo[1,2-a]quinoxaline-4(5H)-one (m.p. >300° C.). By reacting this product with 1-ethyl propylamine according to the method described in example 9, there is obtained 8-chloro-4-(1-ethylpropylamino)imidazo[1,2-a]quinoxaline. m.p. (DSC)=125.1° C.(onset); IR (KBr): 3406, 3105, 2964, 1532 cm-1 ; 1H-NMR (CDCl3 /CD3OD): δ... Reactants: CCCC[N+](CCCC)(CCCC)CCCC.[F-] (TBAF), crude product, OC1=CC=C(C=C1)C1=CC=CC(=N1)[C@@H](C(C)(C)C)O ((R)-1-[6-(4-Hydroxyphenyl)-pyridin-2-yl]-2,2-dimethylpropanol), C([O-])([O-])=O.[Cs+].[Cs+] (cesium carbonate), BrCCO[Si](C)(C)C(C)(C)C (2-bromoethyl-tert-butyldimethylsilyl ether). Run in C1CCOC1 (THF), C(C)(=O)OCC (ethyl acetate), C(C)#N (acetonitrile). Run at time 14 hour. Product: OCCOC1=CC=C(C=C1)C1=CC=CC(=N1)[C@@H](C(C)(C)C)O ((R)-1-{6-[4-(2-Hydroxyethoxy)phenyl]pyridin-2-yl}−2,2-dimethylpropanol). The yield is 83.0%. Reaction SMILES: [OH:1][C:2]1[CH:7]=[CH:6][C:5]([C:8]2[N:13]=[C:12]([C@H:14]([OH:19])[C:15]([CH3:18])([CH3:17])[CH3:16])[CH:11]=[CH:10][CH:9]=2)=[CH:4][CH:3]=1.C(=O)([O-])[O-].[Cs+].[Cs+].Br[CH2:27][CH2:28][O:29][Si](C(C)(C)C)(C)C.CCCC[N+](CCCC)(CCCC)CCCC.[F-]>C1COCC1.C(OCC)(=O)C.C(#N)C>[OH:29][CH2:28][CH2:27][O:1][C:2]1[CH:3]=[CH:4][C:5]([C:8]2[N:13]=[C:12]([C@H:14]([OH:19])[C:15]([CH3:16])([CH3:18])[CH3:17])[CH:11]=[CH:10][CH:9]=2)=[CH:6][CH:7]=1 |f:1.2.3,5.6|. Procedure: A dry 250 mL three-necked flask was charged with (R)-1-[6-(4-hydroxyphenyl)pyridin-2-yl]-2,2-dimethylpropanol (4b) (2.54 g, 9.9 mmol), cesium carbonate (6.43 g, 19.8 mmol) and 100 mL of acetonitrile. Next, 2-bromoethyl-tert-butyldimethylsilyl ether was added through a dropping funnel. The mixture was heated under reflux for 2 hours and stirred for additional 14 hours at room temperature. After standard work-up with ethyl acetate the crude product was dissolved in 25 mL of THF and 11 mL of TBAF (... Reactants: O=c1c2cc(Br)ccc2ccc2ncc(Cl)cc12, COC(=O)CS(=O)(=O)N(C)C, [H-], [Na+], C1COCCO1, O=C(C=Cc1ccccc1)C=Cc1ccccc1, O=C(C=Cc1ccccc1)C=Cc1ccccc1, O=C(C=Cc1ccccc1)C=Cc1ccccc1, [Pd], [Pd], c1ccc(P(c2ccccc2)c2ccccc2)cc1. Yields the product COC(=O)C(c1ccc2ccc3ncc(Cl)cc3c(=O)c2c1)S(=O)(=O)N(C)C. Reaction SMILES: [Br:14][c:15]1[cH:16][cH:17][c:18]2[c:19]([c:20](=[O:30])[c:21]3[c:22]([n:23][cH:24][c:25]([Cl:27])[cH:26]3)[cH:28][cH:29]2)[cH:31]1.[CH3:1][N:2]([S:3](=[O:4])(=[O:5])[CH2:6][C:7](=[O:8])[O:9][CH3:10])[CH3:11].[H-:12].[Na+:13].[O:107]1[CH2:108][CH2:109][O:110][CH2:111][CH2:112]1.[O:53]=[C:54]([CH:55]=[CH:56][c:57]1[cH:58][cH:59][cH:60][cH:61][cH:62]1)[CH:63]=[CH:64][c:65]1[cH:66][cH:67][cH:68][cH:69][cH:70]1.[O:71]=[C:72]([CH:73]=[CH:74][c:75]1[cH:76][cH:77][cH:78][cH:79][cH:80]1)[CH:81]=[CH:82][c:83]1[cH:84][cH:85][cH:86][cH:87][cH:88]1.[O:89]=[C:90]([CH:91]=[CH:92][c:93]1[cH:94][cH:95][cH:96][cH:97][cH:98]1)[CH:99]=[CH:100][c:101]1[cH:102][cH:103][cH:104][cH:105][cH:106]1.[Pd:51].[Pd:52].[c:32]1([P:33]([c:34]2[cH:35][cH:36][cH:37][cH:38][cH:39]2)[c:40]2[cH:41][cH:42][cH:43][cH:44][cH:45]2)[cH:46][cH:47][cH:48][cH:49][cH:50]1>>[CH3:1][N:2]([S:3](=[O:4])(=[O:5])[CH:6]([C:7](=[O:8])[O:9][CH3:10])[c:15]1[cH:16][cH:17][c:18]2[c:19]([c:20](=[O:30])[c:21]3[c:22]([n:23][cH:24][c:25]([Cl:27])[cH:26]3)[cH:28][cH:29]2)[cH:31]1)[CH3:11]. The reactants are C(C)(C)(C)OC(NCCN(CC(C)C1=CC=CC=C1)C(CBr)=O)=O (2-[(bromoacetyl)(2-phenylpropyl)amino]ethyl carbamic acid tert-butyl ester), C(=O)([O-])[O-].[K+].[K+] (K2CO3), FC(C(=O)O)(F)F (trifluoroacetic acid), C(Cl)Cl (CH2Cl2). Run in CCO (EtOH). The product is C1(=CC=CC=C1)C(CN1C(CNCC1)=O)C (1-(2-Phenylpropyl)piperazin-2-one). Isolated yield 74.5%. As a reaction SMILES: C(OC(=O)[NH:7][CH2:8][CH2:9][N:10]([C:20](=[O:23])[CH2:21]Br)[CH2:11][CH:12]([C:14]1[CH:19]=[CH:18][CH:17]=[CH:16][CH:15]=1)[CH3:13])(C)(C)C.FC(F)(F)C(O)=O.C(Cl)Cl.C([O-])([O-])=O.[K+].[K+]>CCO>[C:14]1([CH:12]([CH3:13])[CH2:11][N:10]2[CH2:9][CH2:8][NH:7][CH2:21][C:20]2=[O:23])[CH:15]=[CH:16][CH:17]=[CH:18][CH:19]=1 |f:3.4.5|. Procedure details: In the same way as that described in Example 2, Step 3, using 2-[(bromoacetyl)(2-phenylpropyl)amino]ethyl carbamic acid tert-butyl ester (1.64 g, 4.11 mmol), trifluoroacetic acid (4 mL) and CH2Cl2 (40 mL), followed by K2CO3 (1.1 g, 8.2 mmol) and EtOH (100 mL). The piperazinone (668 mg, 75%) was isolated as a colourless oil. 1H NMR (250 MHz, CDCl3) δ1.28 (3H, d, J=6.8 Hz), 2.72-2.93 (3H, m), 3.04-3.26 (3H, m), 3.28 (1H, d, J=17.3 Hz), 3.52 (1H, d, J=17.3 Hz), 3.85-3.93 (1H, m), 7.19-7.35 (5H, m).